From a dataset of the Open Reaction Database (ORD), a public repository of structured organic reaction records. describe an organic reaction: reactants, conditions, products, and yield The reactants are COC(=O)C1NC2=CC=CC=C2CC1 (2-methoxycarbonyltetrahydroquinoline), [H-].[H-].[H-].[H-].[Li+].[Al+3] (LiAlH4), [OH-].[Na+] (sodium hydroxide), [OH-].[Na+] (NaOH), O (water). The solvent is C1CCOC1 (THF), C1CCOC1 (THF), C1CCOC1 (THF), C(C)OCC (diethyl ether). Conditions: time 3 hour. The product is OCC1NC2=CC=CC=C2CC1 (2-hydroxymethyltetrahydroquinoline). Yield: 106.9%. Reaction SMILES: [H-].[H-].[H-].[H-].[Li+].[Al+3].C[O:8][C:9]([CH:11]1[CH2:20][CH2:19][C:18]2[C:13](=[CH:14][CH:15]=[CH:16][CH:17]=2)[NH:12]1)=O.[OH-].[Na+].O>C1COCC1.C(OCC)C>[OH:8][CH2:9][CH:11]1[CH2:20][CH2:19][C:18]2[C:13](=[CH:14][CH:15]=[CH:16][CH:17]=2)[NH:12]1 |f:0.1.2.3.4.5,7.8|. Procedure: To a suspension of LiAlH4 (8.3 g, 0.22 mol) in THF (200 mL) was added dropwise 2-methoxycarbonyltetrahydroquinoline (42 g, 0.22 mol) in THF (200 mL) at 0° C. The mixture was stirred for 3 h at room temperature and refluxed for 0.5 h. The excess reagent was decomposed by addition of aqueous sodium hydroxide in THF. To the mixture was added 1N aqueous NaOH, water, and diethyl ether, successively. The organic layer was separated, washed with brine, dried over magnesium sulfate, and concentrated to ...